Dataset: the Open Reaction Database (ORD), a public repository of structured organic reaction records. Task: describe an organic reaction: reactants, conditions, products, and yield Starting materials: CCc1nn(-c2cc([N+](=O)[O-])ccc2C(F)(F)F)c(=O)n1Cc1ccc(-c2ccccc2S(=O)(=O)NC(C)(C)C)cc1F, CCO, CCOC(C)=O, [H][H]. Product: CCc1nn(-c2cc(N)ccc2C(F)(F)F)c(=O)n1Cc1ccc(-c2ccccc2S(=O)(=O)NC(C)(C)C)cc1F. Reaction SMILES: [C:1]([CH3:2])([CH3:3])([CH3:4])[NH:5][S:6](=[O:7])(=[O:8])[c:9]1[c:10](-[c:15]2[cH:16][c:17]([F:43])[c:18]([CH2:21][n:22]3[c:23](=[O:42])[n:24](-[c:29]4[c:30]([C:38]([F:39])([F:40])[F:41])[cH:31][cH:32][c:33]([N+:35]([O-:36])=[O:37])[cH:34]4)[n:25][c:26]3[CH2:27][CH3:28])[cH:19][cH:20]2)[cH:11][cH:12][cH:13][cH:14]1.[CH3:44][CH2:45][OH:46].[CH3:49][CH2:50][O:51][C:52]([CH3:53])=[O:54].[H:47][H:48]>>[C:1]([CH3:2])([CH3:3])([CH3:4])[NH:5][S:6](=[O:7])(=[O:8])[c:9]1[c:10](-[c:15]2[cH:16][c:17]([F:43])[c:18]([CH2:21][n:22]3[c:23](=[O:42])[n:24](-[c:29]4[c:30]([C:38]([F:39])([F:40])[F:41])[cH:31][cH:32][c:33]([NH2:35])[cH:34]4)[n:25][c:26]3[CH2:27][CH3:28])[cH:19][cH:20]2)[cH:11][cH:12][cH:13][cH:14]1.